From a dataset of the Open Reaction Database (ORD), a public repository of structured organic reaction records. describe an organic reaction: reactants, conditions, products, and yield Starting materials: CC(=O)Nc1cc([N+](=O)[O-])ccc1OCCCN(C)C, CCO. Product: CC(=O)Nc1cc(N)ccc1OCCCN(C)C. Reaction SMILES: [CH3:1][N:2]([CH3:3])[CH2:4][CH2:5][CH2:6][O:7][c:8]1[c:9]([NH:17][C:18]([CH3:19])=[O:20])[cH:10][c:11]([N+:14]([O-:15])=[O:16])[cH:12][cH:13]1.[CH3:21][CH2:22][OH:23]>>[CH3:1][N:2]([CH3:3])[CH2:4][CH2:5][CH2:6][O:7][c:8]1[c:9]([NH:17][C:18]([CH3:19])=[O:20])[cH:10][c:11]([NH2:14])[cH:12][cH:13]1.